From a dataset of the Open Reaction Database (ORD), a public repository of structured organic reaction records. describe an organic reaction: reactants, conditions, products, and yield Reactants: C(C1=CC=CC=C1)OC1=CC=C(C(=N1)NC1=CC=CC=C1)N (6-(benzyloxy)-N2-phenylpyridine-2,3-diamine), C(CCC)(OC)(OC)OC (trimethyl orthobutyrate). Run in C(=O)(C(F)(F)F)O (TFA). Reaction conditions: time 2 hour. Product: C1(=CC=CC=C1)N1C(=NC=2C1=NC(=CC2)O)CCC (3-Phenyl-2-propyl-3H-imidazo[4,5-b]pyridin-5-ol). RXN SMILES: C([O:8][C:9]1[N:14]=[C:13]([NH:15][C:16]2[CH:21]=[CH:20][CH:19]=[CH:18][CH:17]=2)[C:12]([NH2:22])=[CH:11][CH:10]=1)C1C=CC=CC=1.[C:23](OC)(OC)(OC)[CH2:24][CH2:25][CH3:26]>C(O)(C(F)(F)F)=O>[C:16]1([N:15]2[C:13]3=[N:14][C:9]([OH:8])=[CH:10][CH:11]=[C:12]3[N:22]=[C:23]2[CH2:24][CH2:25][CH3:26])[CH:17]=[CH:18][CH:19]=[CH:20][CH:21]=1. Reported procedure: A mixture of 6-(benzyloxy)-N2-phenylpyridine-2,3-diamine (90 mg, 0.31 mmol), trimethyl orthobutyrate (5 mL), and TFA (20 μL) was stirred at room temperature for 2 h. The mixture was concentrated in vacuo and the residue dissolved in MeOH (5 mL). Palladium on carbon (20% wt./wt., 15 mg,) was added and the mixture was stirred vigorously under H2 (1 atm) for 1 h. The mixture was filtered through Celite® and concentrated to give the title compound as a white solid (26 mg). 1H NMR (400 MHz, DMSO-d6) ... The yield is 74.0%. Reported procedure: Ethyl 2-((tert-butyldimethylsilyl)oxy)hexanoate 5 (2.54 g) was prepared in 74% yield using ethyl 2-hydroxyhexanoate 4 according to the procedures described for compound 2 in above (See Schemes 1 and 2). Yields the product [Si](C)(C)(C(C)(C)C)OC(C(=O)OCC)CCCC (Ethyl 2-((tert-butyldimethylsilyl)oxy)hexanoate). As a reaction SMILES: [OH:1][CH:2]([CH2:8][CH2:9][CH2:10][CH3:11])[C:3]([O:5][CH2:6][CH3:7])=[O:4].[Si:12](OC(CCC)CC(OCC)=O)([C:15]([CH3:18])([CH3:17])[CH3:16])([CH3:14])[CH3:13]>>[Si:12]([O:1][CH:2]([CH2:8][CH2:9][CH2:10][CH3:11])[C:3]([O:5][CH2:6][CH3:7])=[O:4])([C:15]([CH3:18])([CH3:17])[CH3:16])([CH3:14])[CH3:13]. Reactants: OC(C(=O)OCC)CCCC (ethyl 2-hydroxyhexanoate), [Si](C)(C)(C(C)(C)C)OC(CC(=O)OCC)CCC (Ethyl 3-((tert-butyldimethylsilyl)oxy)hexanoate).